From a dataset of the Open Reaction Database (ORD), a public repository of structured organic reaction records. describe an organic reaction: reactants, conditions, products, and yield Reactants: C(C1=CC=CC=C1)(=O)OC1=CC=C(C=C1)OCC1=CC=CC=C1 (4-benzyloxyphenyl benzoate), [H][H] (hydrogen), [H][H] (hydrogen). The reagents and catalysts are [C].[Pd] (palladium carbon). The solvent is C(C)O (ethanol). Run at time 24 hour. The product is C(C1=CC=CC=C1)(=O)OC1=CC=C(C=C1)O (4-hydroxyphenyl benzoate). Yield: 91.6%. As a reaction SMILES: [C:1]([O:9][C:10]1[CH:15]=[CH:14][C:13]([O:16]CC2C=CC=CC=2)=[CH:12][CH:11]=1)(=[O:8])[C:2]1[CH:7]=[CH:6][CH:5]=[CH:4][CH:3]=1.[H][H]>[C].[Pd].C(O)C>[C:1]([O:9][C:10]1[CH:11]=[CH:12][C:13]([OH:16])=[CH:14][CH:15]=1)(=[O:8])[C:2]1[CH:3]=[CH:4][CH:5]=[CH:6][CH:7]=1 |f:2.3|. Reported procedure: A reaction vessel was charged with 38 g of 4-benzyloxyphenyl benzoate and 500 ml of ethanol, and the air in the vessel was replaced with nitrogen. Then, 1.0 g of 10% palladium carbon was added thereto, and the nitrogen in the vessel was replaced with hydrogen, followed by vigorous stirring at room temperature for 24 hours. The hydrogen in the vessel was replaced with nitrogen, after which the reaction mixture was filtered though celite, and the filtrate was concentrated, which afforded 24.5 g of... Starting materials: P(Cl)(Cl)(Cl)(Cl)Cl (phosphorous pentachloride), N1=CC=CC=C1 (pyridine), C(C)(C)(C)OC(=O)NC(C(=O)O)C=1N=C(SC1)NC(CCl)=O (α-t-butyloxycarbonylamino-α-[2-(chloroacetamido)thiazol-4-yl]acetic acid), C1(=CC=CC=C1)C(C1=CC=CC=C1)OC(=O)C1=C(CS[C@H]2N1C([C@H]2N)=O)C(C)SC2=NN=NN2 (7β-amino-3-(1-methyl-1H-tetrazol-5-ylthiomethyl)-3-cephem-4-carboxylic acid diphenylmethyl ester). Solvent: C(Cl)Cl (methylene chloride), C(Cl)Cl (methylene chloride). Run at time 1 hour. Yields the product C1(=CC=CC=C1)C(C1=CC=CC=C1)OC(=O)C1=C(CS[C@H]2N1C([C@H]2NC(C(C=2N=C(SC2)NC(CCl)=O)NC(=O)OC(C)(C)C)=O)=O)C(C)SC2=NN=NN2 (7β-{α-t-butyloxycarbonylamino-α-[2-(chloroacetamido)thiazol-4-yl]acetamido}-3-(1-methyl-1H-tetrazol-5-ylthiomethyl)-3-cephem-4-carboxylic acid diphenylmethyl ester). Yield: 62.2%. RXN SMILES: [C:1]([O:5][C:6]([NH:8][CH:9]([C:13]1[N:14]=[C:15]([NH:18][C:19](=[O:22])[CH2:20][Cl:21])[S:16][CH:17]=1)[C:10]([OH:12])=O)=[O:7])([CH3:4])([CH3:3])[CH3:2].P(Cl)(Cl)(Cl)(Cl)Cl.[C:29]1([CH:35]([O:42][C:43]([C:45]2[N:50]3[C:51](=[O:54])[C@@H:52]([NH2:53])[C@H:49]3[S:48][CH2:47][C:46]=2[CH:55]([S:57][C:58]2[NH:62][N:61]=[N:60][N:59]=2)[CH3:56])=[O:44])[C:36]2[CH:41]=[CH:40][CH:39]=[CH:38][CH:37]=2)[CH:34]=[CH:33][CH:32]=[CH:31][CH:30]=1.N1C=CC=CC=1>C(Cl)Cl>[C:29]1([CH:35]([O:42][C:43]([C:45]2[N:50]3[C:51](=[O:54])[C@@H:52]([NH:53][C:10](=[O:12])[CH:9]([NH:8][C:6]([O:5][C:1]([CH3:2])([CH3:3])[CH3:4])=[O:7])[C:13]4[N:14]=[C:15]([NH:18][C:19](=[O:22])[CH2:20][Cl:21])[S:16][CH:17]=4)[C@H:49]3[S:48][CH2:47][C:46]=2[CH:55]([S:57][C:58]2[NH:62][N:61]=[N:60][N:59]=2)[CH3:56])=[O:44])[C:36]2[CH:37]=[CH:38][CH:39]=[CH:40][CH:41]=2)[CH:30]=[CH:31][CH:32]=[CH:33][CH:34]=1. Procedure details: To a suspension of 349 mg of α-t-butyloxycarbonylamino-α-[2-(chloroacetamido)thiazol-4-yl]acetic acid in 5 ml of methylene chloride is added 249 mg of phosphorous pentachloride, and the mixture is stirred at room temperature. The mixture is added dropwise under stirring to the solution of 494 mg of 7β-amino-3-(1-methyl-1H-tetrazol-5-ylthiomethyl)-3-cephem-4-carboxylic acid diphenylmethyl ester dissolved in 5 ml of methylene chloride, followed by the addition of 474 mg of pyridine. After that, th... Reactants: FC=1C=C(C=C(C1)F)O (3,5-difluorophenol), BrCCCCCCCCCC (1-bromodecane). Product: C(CCCCCCCCC)OC1=CC(=CC(=C1)F)F (1-Decyloxy-3,5-difluorobenzene). RXN SMILES: [F:1][C:2]1[CH:3]=[C:4]([OH:9])[CH:5]=[C:6]([F:8])[CH:7]=1.Br[CH2:11][CH2:12][CH2:13][CH2:14][CH2:15][CH2:16][CH2:17][CH2:18][CH2:19][CH3:20]>>[CH2:11]([O:9][C:4]1[CH:3]=[C:2]([F:1])[CH:7]=[C:6]([F:8])[CH:5]=1)[CH2:12][CH2:13][CH2:14][CH2:15][CH2:16][CH2:17][CH2:18][CH2:19][CH3:20]. Procedure details: Quantities: 3,5-difluorophenol (5.0 g, 0.038 mol), 1-bromodecane (8.84 g, 0.04 mol). The reactants are NC1=CC=CC=C1 (aniline), N(=O)[O-].[Na+] (sodium nitrite), C(CCC)SC1=CC=C(C2=CC=CC=C12)O (4-butylthio-1-naphthol). Product: C1(=CC=CC=C1)N=NC1=C(C2=CC=CC=C2C(=C1)SCCCC)O (2-(phenylazo-)-4-butylthio-1-naphthol). Reaction SMILES: [NH2:1][C:2]1[CH:7]=[CH:6][CH:5]=[CH:4][CH:3]=1.[N:8]([O-])=O.[Na+].[CH2:12]([S:16][C:17]1[C:26]2[C:21](=[CH:22][CH:23]=[CH:24][CH:25]=2)[C:20]([OH:27])=[CH:19][CH:18]=1)[CH2:13][CH2:14][CH3:15]>>[C:2]1([N:1]=[N:8][C:19]2[CH:18]=[C:17]([S:16][CH2:12][CH2:13][CH2:14][CH3:15])[C:26]3[C:21](=[CH:22][CH:23]=[CH:24][CH:25]=3)[C:20]=2[OH:27])[CH:7]=[CH:6][CH:5]=[CH:4][CH:3]=1 |f:1.2|. Procedure details: This is prepared similarly to Example 1 using 0.8 g (8.6 mmoles) of aniline, 0.65 g (9.5 mmoles) of sodium nitrite, and 2 g (8.6 mmoles) of 4-butylthio-1-naphthol. Reactants: C(#N)CC[C@@H]1CCCC=2SC=3N=CN=C(C3C12)OC1CCC(CC1)NC(OC(C)(C)C)=O (tert-butyl N-(4-[[(13S)-13-(2-cyanoethyl)-8-thia-4,6-diazatricyclo[7.4.0.0[2,7]]trideca-1(9),2(7),3,5-tetraen-3-yl]oxy]cyclohexyl)carbamate), O[Li].O (LiOH.H2O), OO (H2O2). Solvent: CO (methanol). Conditions: temperature 30 celsius, time 2 hour. Product: C(N)(=O)CC[C@@H]1CCCC=2SC=3N=CN=C(C3C12)OC1CCC(CC1)NC(OC(C)(C)C)=O (tert-butyl N-(4-[[(13S)-13-(2-carbamoylethyl)-8-thia-4,6-diazatricyclo[7.4.0.0[2,7]]trideca-1(9),2(7),3,5-tetraen-3-yl]oxy]cyclohexyl)carbamate). Yield: 76.6%. As a reaction SMILES: [C:1]([CH2:3][CH2:4][C@H:5]1[C:17]2[C:16]3[C:15]([O:18][CH:19]4[CH2:24][CH2:23][CH:22]([NH:25][C:26](=[O:32])[O:27][C:28]([CH3:31])([CH3:30])[CH3:29])[CH2:21][CH2:20]4)=[N:14][CH:13]=[N:12][C:11]=3[S:10][C:9]=2[CH2:8][CH2:7][CH2:6]1)#[N:2].[OH:33][Li].O.OO>CO>[C:1]([CH2:3][CH2:4][C@H:5]1[C:17]2[C:16]3[C:15]([O:18][CH:19]4[CH2:24][CH2:23][CH:22]([NH:25][C:26](=[O:32])[O:27][C:28]([CH3:29])([CH3:31])[CH3:30])[CH2:21][CH2:20]4)=[N:14][CH:13]=[N:12][C:11]=3[S:10][C:9]=2[CH2:8][CH2:7][CH2:6]1)(=[O:33])[NH2:2] |f:1.2|. Procedure: To a solution of tert-butyl N-(4-[[(13S)-13-(2-cyanoethyl)-8-thia-4,6-diazatricyclo[7.4.0.0[2,7]]trideca-1(9),2(7),3,5-tetraen-3-yl]oxy]cyclohexyl)carbamate (300 mg, 0.66 mmol, 1.00 equiv) in methanol (15 mL) was added LiOH.H2O (82 mg, 1.95 mmol, 3.00 equiv) and H2O2 (30%, 0.5 mL) at 0° C. and the resulting solution was stirred for 2 h at 30° C. The reaction was quenched with saturated aqueous sodium sulfite, extracted with DCM (30 mL), washed with brine, dried over anhydrous sodium sulfate and ... Starting materials: [BH4-], CO, O=Cc1c[nH]cn1, Nc1cccc(Cl)c1F, [Na+], O. The product is Fc1c(Cl)cccc1NCc1cnc[nH]1. RXN SMILES: [BH4-:17].[CH3:20][OH:21].[CH:10](=[O:11])[c:12]1[n:13][cH:14][nH:15][cH:16]1.[Cl:1][c:2]1[c:3]([F:9])[c:4]([NH2:5])[cH:6][cH:7][cH:8]1.[Na+:18].[OH2:19]>>[Cl:1][c:2]1[c:3]([F:9])[c:4]([NH:5][CH2:10][c:12]2[nH:13][cH:14][n:15][cH:16]2)[cH:6][cH:7][cH:8]1. As a reaction SMILES: [C:1]([C:5]1[N:6]=[C:7]([N:16]2[CH2:20][CH2:19][C:18]([F:22])([F:21])[CH2:17]2)[C:8]2[C:9](=[N:11][N:12]([CH2:14][CH3:15])[N:13]=2)[N:10]=1)([CH3:4])([CH3:3])[CH3:2].C(C1N=C(N2CCC(F)(F)C2)C2N=NNC=2N=1)(C)(C)C.ClC[C:45]1[N:49](C)[N:48]=[N:47][N:46]=1>>[C:1]([C:5]1[N:6]=[C:7]([N:16]2[CH2:20][CH2:19][C:18]([F:21])([F:22])[CH2:17]2)[C:8]2[C:9](=[N:11][N:12]([CH2:14][C:15]3[N:46]([CH3:45])[N:47]=[N:48][N:49]=3)[N:13]=2)[N:10]=1)([CH3:2])([CH3:3])[CH3:4]. The reactants are C(C)(C)(C)C=1N=C(C=2C(N1)=NN(N2)CC)N2CC(CC2)(F)F (5-tert-Butyl-7-(3,3-difluoro-pyrrolidin-1-yl)-2-ethyl-2H-[1,2,3]triazolo[4,5-d]pyrimidine), C(C)(C)(C)C=1N=C(C2=C(N1)NN=N2)N2CC(CC2)(F)F (5-tert-butyl-7-(3,3-difluoropyrrolidin-1-yl)-3H-[1,2,3]triazolo[4,5-d]pyrimidine), ClCC1=NN=NN1C (5-(chloromethyl)-1-methyl-1H-tetrazole). Reported procedure: In analogy to the procedure described for the synthesis of 5-tert-butyl-7-(3,3-difluoro-pyrrolidin-1-yl)-2-ethyl-2H-[1,2,3]triazolo[4,5-d]pyrimidine (example 3, step b), the title compound was prepared from 5-tert-butyl-7-(3,3-difluoropyrrolidin-1-yl)-3H-[1,2,3]triazolo[4,5-d]pyrimidine and 5-(chloromethyl)-1-methyl-1H-tetrazole and isolated as white solid. MS (m/e): 379.3 (MH+). Product: C(C)(C)(C)C=1N=C(C=2C(N1)=NN(N2)CC2=NN=NN2C)N2CC(CC2)(F)F (5-tert-Butyl-7-(3,3-difluoro-pyrrolidin-1-yl)-2-(1-methyl-1H-tetrazol-5-ylmethyl)-2H-[1,2,3]triazolo[4,5-d]pyrimidine).